From a dataset of the Open Reaction Database (ORD), a public repository of structured organic reaction records. describe an organic reaction: reactants, conditions, products, and yield RXN SMILES: [Br:6][c:7]1[n:8][cH:9][cH:10][cH:11][c:12]1[O:13][CH2:14][CH2:15][CH:16]=[CH2:17].[C:60]([O-:61])(=[O:62])[CH3:63].[C:65]([O-:66])(=[O:67])[CH3:68].[CH2:44]([N+:45]([CH2:46][CH3:47])([CH2:48][CH3:49])[CH2:50][CH3:51])[CH3:52].[CH3:38][C:39](=[O:40])[O-:41].[CH3:53][CH2:54][O:55][C:56]([CH3:57])=[O:58].[Cl-:43].[K+:37].[O:1]=[CH:2][N:3]([CH3:4])[CH3:5].[OH2:42].[OH2:59].[Pd+2:64].[c:18]1([P:19]([c:20]2[cH:21][cH:22][cH:23][cH:24][cH:25]2)[c:26]2[cH:27][cH:28][cH:29][cH:30][cH:31]2)[cH:32][cH:33][cH:34][cH:35][cH:36]1>>[c:7]12[n:8][cH:9][cH:10][cH:11][c:12]1[O:13][CH2:14][CH2:15][C:16]2=[CH2:17]. Product: C=C1CCOc2cccnc21. Starting materials: C=CCCOc1cccnc1Br, CC(=O)[O-], CC(=O)[O-], CC[N+](CC)(CC)CC, CC(=O)[O-], CCOC(C)=O, [Cl-], [K+], CN(C)C=O, O, O, [Pd+2], c1ccc(P(c2ccccc2)c2ccccc2)cc1. The reactants are O1C=CC=2C1=NC=C(C2)C=O (Furo-[2,3-b]pyridine-5-carboxaldehyde), C(CC(=O)O)(=O)OCC (ethyl hydrogen malonate), C(C)(=O)[O-].[NH4+] (ammonium acetate). Run in C(C)O (ethanol). The product is C(C)OC(CC(C=1C=C2C(=NC1)OC=C2)N)=O (3-Amino-3-(furo[2,3-b]pyridin-5-yl)-propionic acid ethyl ester). As a reaction SMILES: [O:1]1[C:5]2=[N:6][CH:7]=[C:8]([CH:10]=O)[CH:9]=[C:4]2[CH:3]=[CH:2]1.[C:12]([O:18][CH2:19][CH3:20])(=[O:17])[CH2:13]C(O)=O.C([O-])(=O)C.[NH4+:25]>C(O)C>[CH2:19]([O:18][C:12](=[O:17])[CH2:13][CH:10]([NH2:25])[C:8]1[CH:9]=[C:4]2[CH:3]=[CH:2][O:1][C:5]2=[N:6][CH:7]=1)[CH3:20] |f:2.3|. Procedure details: A solution containing aldehyde 23-2 (1.5 g, 10 mmol), ethyl hydrogen malonate (1.6 g, 20 mmol), and ammonium acetate (3.8 g, 50 mmol) in anhydrous ethanol (125 mL) was heated at reflux for 8 h. After cooling to room temperature, the solvent was evaporated and the residue partitioned between sat. sodium bicarbonate and EtOAc, the organic layer removed, dried, and concentrated. Chromatography of the residue afforded the amino ester 23-3 as a waxy solid. Reactants: NC1=C(C=C(C=2C(C3=CC=CC=C3C(C12)=O)=O)Br)Br (1-amino-2,4-dibromoanthraquinone), N(=O)[O-].[Na+] (sodium nitrite), amine, S(O)(O)(=O)=O (sulfuric acid). Yields the product BrC1=CC(=C2C(C3=CC=CC=C3C3=C2C1=NO3)=O)Br (3,5-dibromo-6H-anthra[1,9-cd]isoxazol-6-one), S(=O)(=O)(O)[O-].C1(=CC=CC=2C(C3=CC=CC=C3C(C12)=O)=O)[N+]#N (1-anthraquinonediazonium hydrogen sulfate). Reaction SMILES: [NH2:1][C:2]1[C:15]2[C:14](=[O:16])[C:13]3[C:8](=[CH:9][CH:10]=[CH:11][CH:12]=3)[C:7](=[O:17])[C:6]=2[C:5]([Br:18])=[CH:4][C:3]=1[Br:19].[N:20]([O-])=O.[Na+].[S:24](=[O:28])(=[O:27])([OH:26])[OH:25]>>[Br:19][C:3]1[C:2]2=[N:1][O:16][C:14]3=[C:15]2[C:6]([C:7](=[O:17])[C:8]2[C:13]3=[CH:12][CH:11]=[CH:10][CH:9]=2)=[C:5]([Br:18])[CH:4]=1.[S:24]([O-:28])([OH:27])(=[O:26])=[O:25].[C:2]1([N+:1]#[N:20])[C:15]2[C:14](=[O:16])[C:13]3[C:8](=[CH:9][CH:10]=[CH:11][CH:12]=3)[C:7](=[O:17])[C:6]=2[CH:5]=[CH:4][CH:3]=1 |f:1.2,5.6|. Reported procedure: Briefly, 3,5-dibromo-6H-anthra[1,9-cd]isoxazol-6-one (1) was prepared by the diazotation of 1-amino-2,4-dibromoanthraquinone by adding sodium nitrite to a solution of the amine in concentrated sulfuric acid to give the 1-anthraquinonediazonium hydrogen sulfate which was subsequently converted to the 1-azidoanthraquinone by reacting with an aqueous solution of sodium azide. The azidoanthraquinone was azeotropically refluxed in toluene to provide, by evolution of nitrogen, the required isoxazole r... Reactants: S(O)(O)(=O)=O (sulphuric acid), C1(=CC=CC=C1)C1C(C(NC2=CC=CC=C12)=O)C#N (4-phenyl-1,2,3,4-tetrahydro-2-oxo-3-quinoline carbonitrile), C(C)O (ethanol). Yields the product C1(=CC=CC=C1)C1C(C(NC2=CC=CC=C12)=O)C(=O)OCC (4-phenyl-1,2,3,4-tetrahydro-2-oxo-3-quinoline carboxylic acid, ethyl ester). As a reaction SMILES: S(=O)(=O)(O)[OH:2].[C:6]1([CH:12]2[C:21]3[C:16](=[CH:17][CH:18]=[CH:19][CH:20]=3)[NH:15][C:14](=[O:22])[CH:13]2[C:23]#N)[CH:11]=[CH:10][CH:9]=[CH:8][CH:7]=1.[CH2:25]([OH:27])[CH3:26]>>[C:6]1([CH:12]2[C:21]3[C:16](=[CH:17][CH:18]=[CH:19][CH:20]=3)[NH:15][C:14](=[O:22])[CH:13]2[C:23]([O:27][CH2:25][CH3:26])=[O:2])[CH:11]=[CH:10][CH:9]=[CH:8][CH:7]=1. Reported procedure: 80 g of concentrated sulphuric acid were dropped into a suspension of 4-phenyl-1,2,3,4-tetrahydro-2-oxo-3-quinoline carbonitrile (15 g) in ethanol (70 ml) and the whole was heated to reflux for 1 hour. After cooling the reaction mixture was poured onto ice and the aqueous layer was extracted with ethylacetate. After the usual workup 20 g of raw material were obtained. After purification by flash chromatography technique (Silicagel eluted with methylene dichloride/ethylacetate 85:15) 8.3 g of tit... Reactants: C(C)(=O)NC1=C(C(=NS1)CC(C1=CC=C(C=C1)Cl)=O)[N+](=O)[O-] (5-Acetylamino-3-(4-chlorobenzoylmethyl)-4-nitroisothiazole), Reduced iron, [Cl-].[NH4+] (ammonium chloride), C(C)(C)O (isopropyl alcohol). Run in O (water). The product is C(C)(=O)NC1=C(C(=NS1)C)[N+](=O)[O-] (5-Acetylamino-3-methyl-4-nitroisothiazole). Isolated yield 70.3%. As a reaction SMILES: [Cl-].[NH4+].C(O)(C)C.[C:7]([NH:10][C:11]1[S:15][N:14]=[C:13]([CH2:16]C(=O)C2C=CC(Cl)=CC=2)[C:12]=1[N+:26]([O-:28])=[O:27])(=[O:9])[CH3:8]>O>[C:7]([NH:10][C:11]1[S:15][N:14]=[C:13]([CH3:16])[C:12]=1[N+:26]([O-:28])=[O:27])(=[O:9])[CH3:8] |f:0.1|. Procedure details: Reduced iron (2.94 grams, 50.0 mmol) and 0.30 gram of ammonium chloride were introduced into 20 ml of isopropyl alcohol and 3 ml of water, and the mixture was heated under reflux for 20 minutes. 5-Acetylamino-3-(4-chlorobenzoylmethyl)-4-nitroisothiazole (2.04 grams, 6.00 mmol) was added little by little, and the mixture was heated under reflux for 2 hours. The iron was removed by suction filtration, water was added, and the mixture was extracted with ethyl acetate. The extract was washed with sa... Reactants: N1CCCCC1 (piperidine), N1=CN=C(C2=C1NC=C2)C=2C=NN(C2)C2(CCNCC2)CC#N (4-[4-(7H-Pyrrolo[2,3-d]pyrimidin-4-yl)-1H-pyrazol-1-yl]piperidin-4-ylacetonitrile), CSC(=NC#N)SC (N-cyano-S,S′-dimethyldithioimido carbonate), CS(=O)C (DMSO), TEA. The solvent is C(C)#N.O (ACN H2O), C(C)#N (ACN), C(C)(C)O (isopropyl alcohol). Run at time 4.9 minute. Yields the product C(#N)N=C(SC)N1CCC(CC1)(N1N=CC(=C1)C=1C2=C(N=CN1)NC=C2)CC#N (Methyl N-cyano-4-(cyanomethyl)-4-[4-(7H-pyrrolo[2,3-d]pyrimidin-4-yl)-1H-pyrazol-1-yl]-piperidine-1-carbimidothioate). As a reaction SMILES: [N:1]1[C:6]2[NH:7][CH:8]=[CH:9][C:5]=2[C:4]([C:10]2[CH:11]=[N:12][N:13]([C:15]3([CH2:21][C:22]#[N:23])[CH2:20][CH2:19][NH:18][CH2:17][CH2:16]3)[CH:14]=2)=[N:3][CH:2]=1.[CH3:24][S:25][C:26](SC)=[N:27][C:28]#[N:29].CS(C)=O.N1CCCCC1>C(O)(C)C.C(#N)C.C(#N)C.O>[C:28]([N:27]=[C:26]([N:18]1[CH2:17][CH2:16][C:15]([CH2:21][C:22]#[N:23])([N:13]2[CH:14]=[C:10]([C:4]3[C:5]4[CH:9]=[CH:8][NH:7][C:6]=4[N:1]=[CH:2][N:3]=3)[CH:11]=[N:12]2)[CH2:20][CH2:19]1)[S:25][CH3:24])#[N:29] |f:6.7|. Procedure: 4-[4-(7H-Pyrrolo[2,3-d]pyrimidin-4-yl)-1H-pyrazol-1-yl]piperidin-4-ylacetonitrile (361 mg, 1.17 mmol) and N-cyano-S,S′-dimethyldithioimido carbonate (344 mg, 2.35 mmol) were dissolved in isopropyl alcohol (2.5 mL) and DMSO (2.5 mL) at 20° C. After 16 h reaction time, LCMS analysis showed the presence of some product, M+H 406; of the reagent, M+H 147; and of the piperidine, M+H 308. HPLC analysis showed about 2% reaction. The HPLC method was: Zorbax SB C18, 5 μm, 15 cm, 35° C., flow 1.2 mL/min, 5... The reactants are CC=1N=CC2=CC=CC(=C2C1)CC(=O)O ((3-methyl-5-isoquinolinyl)acetic acid), C20H16F4N2O, FC=1C=C(CN)C=CC1C(F)(F)F (3-fluoro-4-(trifluoromethyl)benzylamine), FC(OC1=CC=C(CN)C=C1)(F)F (4-(trifluoromethoxy)benzylamine). Product: FC=1C=C(CNC(CC2=C3C=C(N=CC3=CC=C2)C)=O)C=CC1C(F)(F)F (N-[3-fluoro-4-(trifluoromethyl)benzyl]-2-(3-methyl-5-isoquinolinyl)acetamide). Reaction SMILES: [CH3:1][C:2]1[N:3]=[CH:4][C:5]2[C:10]([CH:11]=1)=[C:9]([CH2:12][C:13]([OH:15])=O)[CH:8]=[CH:7][CH:6]=2.[F:16][C:17]1[CH:18]=[C:19]([CH:22]=[CH:23][C:24]=1[C:25]([F:28])([F:27])[F:26])[CH2:20][NH2:21].FC(F)(F)OC1C=CC(CN)=CC=1>>[F:16][C:17]1[CH:18]=[C:19]([CH:22]=[CH:23][C:24]=1[C:25]([F:26])([F:27])[F:28])[CH2:20][NH:21][C:13](=[O:15])[CH2:12][C:9]1[CH:8]=[CH:7][CH:6]=[C:5]2[C:10]=1[CH:11]=[C:2]([CH3:1])[N:3]=[CH:4]2. Procedure: The title compound was prepared using the procedure described in Example 222B using (3-methyl-5-isoquinolinyl)acetic acid and 3-fluoro-4-(trifluoromethyl)benzylamine instead of 5-isoquinolinylacetic acid and 4-(trifluoromethoxy)benzylamine. MS (ESI+) m/z 377 (M+H)+; MS (ESI−) m/z 375 (M−H)−; 1H NMR (DMSO, 300 MHz) δ 2.77 (s, 3H), 4.14 (s, 2H), 4.38 (d, J 6.1, 2H), 7.33 (m, 2H), 7.72 (t, J 7.8, 1H), 7.86 (t, J 7.5, 1H), 8.04 (d, J 6.8, 1H), 8.36 (m, 2H), 9.07 (t, J 6.1, 1H), 9.77 (s, 1H); Anal. C...